The task is: describe an organic reaction: reactants, conditions, products, and yield. This data is from the Open Reaction Database (ORD), a public repository of structured organic reaction records. Reactants: CCOC(=O)C(c1c2c(nn1-c1ccc(Cl)cc1)CCCCC2)C1CCCCC1, CO, [Na+], [OH-]. Product: O=C(O)C(c1c2c(nn1-c1ccc(Cl)cc1)CCCCC2)C1CCCCC1. RXN SMILES: [CH2:1]([CH3:2])[O:3][C:4]([CH:5]([CH:6]1[CH2:7][CH2:8][CH2:9][CH2:10][CH2:11]1)[c:12]1[n:13](-[c:22]2[cH:23][cH:24][c:25]([Cl:28])[cH:26][cH:27]2)[n:14][c:15]2[c:16]1[CH2:17][CH2:18][CH2:19][CH2:20][CH2:21]2)=[O:29].[CH3:32][OH:33].[Na+:31].[OH-:30]>>[O:3]=[C:4]([CH:5]([CH:6]1[CH2:7][CH2:8][CH2:9][CH2:10][CH2:11]1)[c:12]1[n:13](-[c:22]2[cH:23][cH:24][c:25]([Cl:28])[cH:26][cH:27]2)[n:14][c:15]2[c:16]1[CH2:17][CH2:18][CH2:19][CH2:20][CH2:21]2)[OH:29]. The reactants are O=C([O-])[O-], CCOC(=O)c1sc(-c2cncc(Br)c2)nc1CBr, CCOC(=O)CNCc1ccc(OC)cc1OC, CN(C)C=O, [K+], [K+]. The product is CCOC(=O)CN(Cc1ccc(OC)cc1OC)Cc1nc(-c2cncc(Br)c2)sc1C(=O)OCC. As a reaction SMILES: [C:38](=[O:39])([O-:40])[O-:41].[CH2:1]([CH3:2])[O:3][C:4](=[O:5])[c:6]1[c:7]([CH2:18][Br:19])[n:8][c:9](-[c:11]2[cH:12][n:13][cH:14][c:15]([Br:17])[cH:16]2)[s:10]1.[CH2:20]([CH3:21])[O:22][C:23]([CH2:24][NH:25][CH2:26][c:27]1[c:28]([O:35][CH3:36])[cH:29][c:30]([O:33][CH3:34])[cH:31][cH:32]1)=[O:37].[CH3:44][N:45]([CH3:46])[CH:47]=[O:48].[K+:42].[K+:43]>>[CH2:1]([CH3:2])[O:3][C:4](=[O:5])[c:6]1[c:7]([CH2:18][N:25]([CH2:24][C:23]([O:22][CH2:20][CH3:21])=[O:37])[CH2:26][c:27]2[c:28]([O:35][CH3:36])[cH:29][c:30]([O:33][CH3:34])[cH:31][cH:32]2)[n:8][c:9](-[c:11]2[cH:12][n:13][cH:14][c:15]([Br:17])[cH:16]2)[s:10]1. The reactants are CCO, CC(C)c1ccc(C=O)cc1, Cl, Cl, [K+], NCCc1c[nH]cn1, [OH-], O. Product: CC(C)c1ccc(C2NCCc3[nH]cnc32)cc1. RXN SMILES: [CH3:25][CH2:26][OH:27].[CH:14]([CH3:15])([CH3:16])[c:17]1[cH:18][cH:19][c:20]([CH:21]=[O:22])[cH:23][cH:24]1.[ClH:1].[ClH:2].[K+:13].[NH2:3][CH2:4][CH2:5][c:6]1[cH:7][nH:8][cH:9][n:10]1.[OH-:12].[OH2:11]>>[NH:3]1[CH2:4][CH2:5][c:6]2[c:7]([n:8][cH:9][nH:10]2)[CH:21]1[c:20]1[cH:19][cH:18][c:17]([CH:14]([CH3:15])[CH3:16])[cH:24][cH:23]1. The reactants are C1(=CC=CC=C1)CC=1SC=C(N1)C1=CC=[N+](C=C1)[O-] (4-[2-(phenylmethyl)-4-thiazolyl]pyridine-1-oxide), P(=O)(Cl)(Cl)Cl (phosphorous oxychloride). The product is C(C1=CC=CC=C1)C=1SC=C(N1)C1=CC(=NC=C1)Cl (2-benzyl-4-(2-chloro-4-pyridyl)thiazole). The yield is 30.6%. Reaction SMILES: [C:1]1([CH2:7][C:8]2[S:9][CH:10]=[C:11]([C:13]3[CH:18]=[CH:17][N+:16]([O-])=[CH:15][CH:14]=3)[N:12]=2)[CH:6]=[CH:5][CH:4]=[CH:3][CH:2]=1.P(Cl)(Cl)([Cl:22])=O>>[CH2:7]([C:8]1[S:9][CH:10]=[C:11]([C:13]2[CH:18]=[CH:17][N:16]=[C:15]([Cl:22])[CH:14]=2)[N:12]=1)[C:1]1[CH:6]=[CH:5][CH:4]=[CH:3][CH:2]=1. Procedure details: A suspension of 4-[2-(phenylmethyl)-4-thiazolyl]pyridine-1-oxide (1.00 g, 0.0037 mol) in phosphorous oxychloride (10.0 g) was warmed on a steam bath overnight. After cooling the reaction mixture was concentrated and the residue treated with an excess of aqueous sodium bicarbonate. The tan precipitate was collected, taken up in methylene chloride (15 mL) and ether (75 mL), and filtered through celite. The filtrate was concentrated to a total volume of 10 mL and diluted with hexane (50 mL). The pr... Starting materials: solid, Cl.Cl.Cl.O1CCC=2C(=NC=CC21)N2CCN(CC2)CC[C@@H]2CC[C@H](CC2)N (trans-4-{2-[4-(2,3-dihydrofuro[3,2-c]pyridin-4-yl)-piperazin-1-yl]-ethyl}-cyclohexanamine trihydrochloride), Cl.Cl.Cl.O1CCC=2C(=NC=CC21)N2CCN(CC2)CC[C@@H]2CC[C@H](CC2)N (trans-4-{2-[4-(2,3-dihydrofuro[3,2-c]pyridin-4-yl)-piperazin-1-yl]-ethyl}-cyclohexanamine trihydrochloride), C(#N)C1=CC=C(C(=O)O)C=C1 (4-cyano-benzoic acid). Yields the product C(#N)C1=CC=C(C(=O)N[C@@H]2CC[C@H](CC2)CCN2CCN(CC2)C2=NC=CC3=C2CCO3)C=C1 (trans-4-Cyano-N-(4-{2-[4-(2,3-dihydro-furo[3,2-c]pyridin-4-yl)-piperazin-1-yl]-ethyl}-cyclohexyl)-benzamide). RXN SMILES: Cl.Cl.Cl.[O:4]1[C:12]2[CH:11]=[CH:10][N:9]=[C:8]([N:13]3[CH2:18][CH2:17][N:16]([CH2:19][CH2:20][C@H:21]4[CH2:26][CH2:25][C@H:24]([NH2:27])[CH2:23][CH2:22]4)[CH2:15][CH2:14]3)[C:7]=2[CH2:6][CH2:5]1.[C:28]([C:30]1[CH:38]=[CH:37][C:33]([C:34](O)=[O:35])=[CH:32][CH:31]=1)#[N:29]>>[C:28]([C:30]1[CH:38]=[CH:37][C:33]([C:34]([NH:27][C@H:24]2[CH2:25][CH2:26][C@H:21]([CH2:20][CH2:19][N:16]3[CH2:17][CH2:18][N:13]([C:8]4[C:7]5[CH2:6][CH2:5][O:4][C:12]=5[CH:11]=[CH:10][N:9]=4)[CH2:14][CH2:15]3)[CH2:22][CH2:23]2)=[O:35])=[CH:32][CH:31]=1)#[N:29] |f:0.1.2.3|. Procedure details: The title compound, off-white solid (110 mg, 96%), MS (ISP) m/z=460.5 [(M+H)+], mp 243.5° C., was prepared in accordance with the general method of example 32 from trans-4-{2-[4-(2,3-dihydrofuro[3,2-c]pyridin-4-yl)-piperazin-1-yl]-ethyl}-cyclohexanamine trihydrochloride (intermediate C) (110 mg, 0.25 mmol) and 4-cyano-benzoic acid. Starting materials: C(CC)C1=NC2=C(C(N(CC2)C(CC(=O)OCC)=O)C(=O)OCC)N1CC1=CC=C(C=C1)C1=C(C=CC=C1)C(=O)OC(C)(C)C (ethyl 2-n-propyl-3-{2'-(tert-butoxycarbonyl)biphenyl-4-yl}methyl-5-ethoxycarbonylacetyl-4,5,6,7-tetrahydroimidazo[4,5-c]pyridine-4-carboxylate), FC(C(=O)O)(F)F (trifluoroacetic acid). Solvent: C(Cl)Cl (methylene chloride). Conditions: time 8 hour. Yields the product C(CC)C1=NC2=C(C(N(CC2)C(CC(=O)OCC)=O)C(=O)OCC)N1CC1=CC(=C(C=C1)C1=CC=CC=C1)C(=O)O (ethyl 2-n-propyl-3-(2 -carboxybiphenyl-4-yl)methyl-5-ethoxycarbonylacetyl-4,5,6,7-tetrahydroimidazo[4,5-c]pyridine-4-carboxylate). As a reaction SMILES: [CH2:1]([C:4]1[N:25]([CH2:26][C:27]2[CH:32]=[CH:31][C:30]([C:33]3[CH:38]=[CH:37][CH:36]=[CH:35][C:34]=3C(OC(C)(C)C)=O)=[CH:29][CH:28]=2)[C:7]2[CH:8]([C:20]([O:22][CH2:23][CH3:24])=[O:21])[N:9]([C:12](=[O:19])[CH2:13][C:14]([O:16][CH2:17][CH3:18])=[O:15])[CH2:10][CH2:11][C:6]=2[N:5]=1)[CH2:2][CH3:3].FC(F)(F)[C:48]([OH:50])=[O:49]>C(Cl)Cl>[CH2:1]([C:4]1[N:25]([CH2:26][C:27]2[CH:28]=[CH:29][C:30]([C:33]3[CH:38]=[CH:37][CH:36]=[CH:35][CH:34]=3)=[C:31]([C:48]([OH:50])=[O:49])[CH:32]=2)[C:7]2[CH:8]([C:20]([O:22][CH2:23][CH3:24])=[O:21])[N:9]([C:12](=[O:19])[CH2:13][C:14]([O:16][CH2:17][CH3:18])=[O:15])[CH2:10][CH2:11][C:6]=2[N:5]=1)[CH2:2][CH3:3]. Reported procedure: The mixture of ethyl 2-n-propyl-3-{2'-(tert-butoxycarbonyl)biphenyl-4-yl}methyl-5-ethoxycarbonylacetyl-4,5,6,7-tetrahydroimidazo[4,5-c]pyridine-4-carboxylate (657 mg), trifluoroacetic acid (3 ml) and methylene chloride (10 ml) is stirred overnight at room temperature. The reaction mixture is washed with saturated sodium hydrogen carbonate solution and brine, dried and evaporated to remove the solvent. The crude residue is purified by silica gel column chromatography (solvent; chloroform/methanol...